This data is from the Open Reaction Database (ORD), a public repository of structured organic reaction records. The task is: describe an organic reaction: reactants, conditions, products, and yield Reactants: C1(=CC=CC=C1)[Mg]Br (Phenylmagnesium bromide), O1CCCC1 (Tetrahydrofuran), CSC1=NN2C(C=N1)=CC=C2C=O (2-Methylsulfanyl-pyrrolo[2,1-f][1,2,4]triazine-7-carbaldehyde), O1CCCC1 (Tetrahydrofuran). The solvent is C(C)(=O)OCC (ethyl acetate). Conditions: time 3 hour. Yields the product CSC1=NN2C(C=N1)=CC=C2C(O)C2=CC=CC=C2 ((2-Methylsulfanyl-pyrrolo[2,1-f][1,2,4]triazin-7-yl)-phenyl-methanol). Reaction SMILES: [C:1]1([Mg]Br)[CH:6]=[CH:5][CH:4]=[CH:3][CH:2]=1.O1CCCC1.[CH3:14][S:15][C:16]1[N:21]=[CH:20][C:19]2=[CH:22][CH:23]=[C:24]([CH:25]=[O:26])[N:18]2[N:17]=1>C(OCC)(=O)C>[CH3:14][S:15][C:16]1[N:21]=[CH:20][C:19]2=[CH:22][CH:23]=[C:24]([CH:25]([C:1]3[CH:6]=[CH:5][CH:4]=[CH:3][CH:2]=3)[OH:26])[N:18]2[N:17]=1. Procedure: 1.00 M of Phenylmagnesium bromide in Tetrahydrofuran (1.552 mL, 1.552 mmol) was added to a solution of 2-Methylsulfanyl-pyrrolo[2,1-f][1,2,4]triazine-7-carbaldehyde (250.0 mg, 1.294 mmol) in Tetrahydrofuran (8.0 mL, 99 mmol) at 0° C. The reaction mixture was allowed to warm to room temperature with stirring for 3 hours. The mixture was then diluted with ethyl acetate and quenched with saturated ammonium chloride. The resulting mixture was washed with water and the organic layer was extracted, dr... Reactants: P-1-ethoxyethoxystyrene, polystyrene, OC1=CC=C(C=C)C=C1 (p-hydroxystyrene), C(C)(C)(C)OC1=CC=C(C=C)C=C1 (p-tert-butoxystyrene). Yields the product C(C)OCCOC1=CC=C(C=C)C=C1.OC1=CC=C(C=C)C=C1.C(C)(C)(C)OC1=CC=C(C=C)C=C1 (p-1-ethoxyethoxystyrene p-hydroxystyrene p-tert-butoxystyrene). RXN SMILES: [OH:1][C:2]1[CH:9]=[CH:8][C:5]([CH:6]=[CH2:7])=[CH:4][CH:3]=1.[C:10]([O:14][C:15]1[CH:22]=[CH:21][C:18]([CH:19]=[CH2:20])=[CH:17][CH:16]=1)([CH3:13])([CH3:12])[CH3:11]>>[CH2:10]([O:14][CH2:15][CH2:16][O:1][C:2]1[CH:9]=[CH:8][C:5]([CH:6]=[CH2:7])=[CH:4][CH:3]=1)[CH3:11].[OH:14][C:15]1[CH:22]=[CH:21][C:18]([CH:19]=[CH2:20])=[CH:17][CH:16]=1.[C:10]([O:1][C:2]1[CH:9]=[CH:8][C:5]([CH:6]=[CH2:7])=[CH:4][CH:3]=1)([CH3:13])([CH3:12])[CH3:11] |f:2.3.4|. Procedure details: Using 26.8 g of poly(p-hydroxystyrene/p-tert-butoxystyrene) obtained according to (2) above and 1.5 g of ethylvinyl ether, reaction and after-treatments were carried out according to (3) of Preparation Example 1 to obtain 25.0 g of poly(p-1-ethoxystyrene/p-hydroxystyrene/p-tert-butoxystyrene) as white powdery crystal. P-1-ethoxyethoxystyrene unit/p-hydroxystyrene unit/p-tert-butoxystyrene unit molar ratio in the polymer≈10:65:25. Mw≈1 9,200; Mw/Mn=1.30 (GPC with polystyrene calibration). Reactants: C(CCC)OC1=NC(=C2N=C(N(C2=N1)CCCC1CCNCC1)OC)N (2-(butyloxy)-8-(methyloxy)-9-[3-(4-piperidinyl)propyl]-9H-purin-6-amine), ICC1CCCC1 ((iodomethyl)cyclopentane). Product: NC1=C2NC(N(C2=NC(=N1)OCCCC)CCCC1CCN(CC1)CC1CCCC1)=O (6-Amino-2-(butyloxy)-9-{3-[1-(cyclopentylmethyl)-4-piperidinyl]propyl}-7,9-dihydro-8H-purin-8-one). RXN SMILES: [CH2:1]([O:5][C:6]1[N:14]=[C:13]2[C:9]([N:10]=[C:11]([O:24]C)[N:12]2[CH2:15][CH2:16][CH2:17][CH:18]2[CH2:23][CH2:22][NH:21][CH2:20][CH2:19]2)=[C:8]([NH2:26])[N:7]=1)[CH2:2][CH2:3][CH3:4].I[CH2:28][CH:29]1[CH2:33][CH2:32][CH2:31][CH2:30]1>>[NH2:26][C:8]1[N:7]=[C:6]([O:5][CH2:1][CH2:2][CH2:3][CH3:4])[N:14]=[C:13]2[C:9]=1[NH:10][C:11](=[O:24])[N:12]2[CH2:15][CH2:16][CH2:17][CH:18]1[CH2:19][CH2:20][N:21]([CH2:28][CH:29]2[CH2:33][CH2:32][CH2:31][CH2:30]2)[CH2:22][CH2:23]1. Procedure details: Prepared similarly to Example 14 from 2-(butyloxy)-8-(methyloxy)-9-[3-(4-piperidinyl)propyl]-9H-purin-6-amine and (iodomethyl)cyclopentane. Reactants: BrC1(C(C1)(CCCCCCCO)Br)Br (1,1,2-Tribromo-2-(7-hydroxyheptyl)cyclopropane), O (Water). The reagents and catalysts are [O-2].[O-2].[O-2].[Cr+6] (chromium trioxide). The solvent is C(C)(=O)O (acetic acid), C(C)(=O)O (acetic acid). Conditions: time 24 hour. Yields the product BrC1(C(C1)(Br)CCCCCCC(=O)O)Br (7-(1,1,2-tribromo-cyclopropyl)-heptanoic acid). Reaction SMILES: [Br:1][C:2]1([Br:14])[CH2:4][C:3]1([Br:13])[CH2:5][CH2:6][CH2:7][CH2:8][CH2:9][CH2:10][CH2:11][OH:12].[OH2:15]>C(O)(=O)C.[O-2].[O-2].[O-2].[Cr+6]>[Br:1][C:2]1([Br:14])[CH2:4][C:3]1([CH2:5][CH2:6][CH2:7][CH2:8][CH2:9][CH2:10][C:11]([OH:15])=[O:12])[Br:13] |f:3.4.5.6|. Procedure details: 1,1,2-Tribromo-2-(7-hydroxyheptyl)cyclopropane (0.90 g, 2.3 mmol) was dissolved in 60 ml of glacial acetic acid. A solution of 1.0 g (10 mmol) of chromium trioxide dissolved in 14 ml of 90% aqueous acetic acid was added and the reaction mixture was stirred at room temperature for 24 hours. Water (300 ml) was added. The solution was extracted with ether. The ether phase was extracted three times with 1N NaOH solution. A little sodium bisulfite was added. The aqueous extracts were acidified with 6...